Dataset: the Open Reaction Database (ORD), a public repository of structured organic reaction records. Task: describe an organic reaction: reactants, conditions, products, and yield Starting materials: O=C([O-])[O-], CCOC(=O)C(C(=O)OCC)C(=O)C(C)Cl, Cc1cc(Cl)ccc1O, [K+], [K+], CN(C)C=O. Yields the product CCOC(=O)C(C(=O)OCC)C(=O)C(C)Oc1ccc(Cl)cc1C. As a reaction SMILES: [C:26](=[O:27])([O-:28])[O-:29].[CH2:1]([CH3:2])[O:3][C:4]([CH:5]([C:6](=[O:7])[O:8][CH2:9][CH3:10])[C:11]([CH:12]([CH3:13])[Cl:14])=[O:15])=[O:16].[Cl:17][c:18]1[cH:19][c:20]([CH3:25])[c:21]([OH:24])[cH:22][cH:23]1.[K+:30].[K+:31].[O:32]=[CH:33][N:34]([CH3:35])[CH3:36]>>[CH2:1]([CH3:2])[O:3][C:4]([CH:5]([C:6](=[O:7])[O:8][CH2:9][CH3:10])[C:11]([CH:12]([CH3:13])[O:24][c:21]1[c:20]([CH3:25])[cH:19][c:18]([Cl:17])[cH:23][cH:22]1)=[O:15])=[O:16]. The reactants are CC1(OB(OC1(C)C)C=1C=CC(=NC1)C=1C=NC(=NC1)N)C (5-(5-(4,4,5,5-tetramethyl-1,3,2-dioxaborolan-2-yl)pyridin-2-yl)pyrimidin-2-amine), BrC1=C(C=CC=C1)OC (1-bromo-2-methoxybenzene), C2HF3O2. Product: COC1=C(C=CC=C1)C=1C=CC(=NC1)C=1C=NC(=NC1)N (5-[5-(2-Methoxyphenyl)pyridin-2-yl]pyrimidin-2-amine). As a reaction SMILES: CC1(C)C(C)(C)OB([C:9]2[CH:10]=[CH:11][C:12]([C:15]3[CH:16]=[N:17][C:18]([NH2:21])=[N:19][CH:20]=3)=[N:13][CH:14]=2)O1.Br[C:24]1[CH:29]=[CH:28][CH:27]=[CH:26][C:25]=1[O:30][CH3:31]>>[CH3:31][O:30][C:25]1[CH:26]=[CH:27][CH:28]=[CH:29][C:24]=1[C:9]1[CH:10]=[CH:11][C:12]([C:15]2[CH:20]=[N:19][C:18]([NH2:21])=[N:17][CH:16]=2)=[N:13][CH:14]=1. Procedure: The title compound was prepared in a manner similar to that described in Example 427 using 5-(5-(4,4,5,5-tetramethyl-1,3,2-dioxaborolan-2-yl)pyridin-2-yl)pyrimidin-2-amine and 1-bromo-2-methoxybenzene. MS (ESI): mass calcd. for C16H14N4O. C2HF3O2, 278.12; m/z found, 279.1 [M+H]+. 1H NMR (400 MHz, CD3OD) δ 9.00 (s, 2H), 8.81 (d, J=2.2, 1H), 8.28 (dd, J=8.4, 2.2, 1H), 8.02 (d, J=8.4, 1H), 7.48-7.41 (m, 2H), 7.16 (d, J=8.4, 1H), 7.11 (m, 1H), 3.87 (s, 3H). The reactants are Cl (hydrochloric acid), FC1=C(C(=O)NC2=CC=C(CN3N=C(C4=CC=C(C=C34)F)CC(=O)OCC)C=C2)C=CC(=C1)F (Ethyl 2-[1-[4-(2,4-difluorobenzamido)benzyl]-6-fluoro-1H-indazol-3-yl]acetate), O (Water), O.[OH-].[Li+] (lithium hydroxide monohydrate). Run in O1CCCC1 (tetrahydrofuran), aqueous solution. Product: FC1=C(C(=O)NC2=CC=C(CN3N=C(C4=CC=C(C=C34)F)CC(=O)O)C=C2)C=CC(=C1)F (2-[1-[4-(2,4-difluorobenzamido)benzyl]-6-fluoro-1H-indazol-3-yl]acetic acid). Yield: 89.8%. Reaction SMILES: [F:1][C:2]1[CH:33]=[C:32]([F:34])[CH:31]=[CH:30][C:3]=1[C:4]([NH:6][C:7]1[CH:29]=[CH:28][C:10]([CH2:11][N:12]2[C:20]3[C:15](=[CH:16][CH:17]=[C:18]([F:21])[CH:19]=3)[C:14]([CH2:22][C:23]([O:25]CC)=[O:24])=[N:13]2)=[CH:9][CH:8]=1)=[O:5].O.[OH-].[Li+].O.Cl>O1CCCC1>[F:1][C:2]1[CH:33]=[C:32]([F:34])[CH:31]=[CH:30][C:3]=1[C:4]([NH:6][C:7]1[CH:29]=[CH:28][C:10]([CH2:11][N:12]2[C:20]3[C:15](=[CH:16][CH:17]=[C:18]([F:21])[CH:19]=3)[C:14]([CH2:22][C:23]([OH:25])=[O:24])=[N:13]2)=[CH:9][CH:8]=1)=[O:5] |f:1.2.3|. Procedure: Ethyl 2-[1-[4-(2,4-difluorobenzamido)benzyl]-6-fluoro-1H-indazol-3-yl]acetate (213 mg, 0.456 mmol) was dissolved in tetrahydrofuran (15 mL), and in an ice bath 10 mL aqueous solution dissolving lithium hydroxide monohydrate (58 mg, 1.38 mmol) was added. It was reacted at room temperature for 3 h, and the reaction was monitored to be complete by TLC. Water was added into the system, and adjusted to pH≈3-4 with diluted hydrochloric acid. A solid precipitated, which was filtered and dried to obtain... Starting materials: BrC=1C=C(C(=NC1)C)[N+](=O)[O-] (5-bromo-2-methyl-3-nitropyridine), C(C#C)N(C)C (propargyl(dimethylamine)). The reagents and catalysts are [Cu](I)I (copper iodide), C1=CC=C(C=C1)P(C2=CC=CC=C2)C3=CC=CC=C3.C1=CC=C(C=C1)P(C2=CC=CC=C2)C3=CC=CC=C3.Cl[Pd]Cl (bis(triphenylphosphine)palladium(II)chloride). The solvent is C(C)NCC (diethylamine), CCOC(=O)C (EtOAc), C(=O)([O-])[O-].[Na+].[Na+] (Na2CO3). Reaction conditions: time 15 hour. Yields the product CN(CC#CC=1C=NC(=C(C1)[N+](=O)[O-])C)C (N,N-dimethyl-3-(6-methyl-5-nitropyridin-3-yl)prop-2-yn-1-amine). Isolated yield 90.9%. Reaction SMILES: Br[C:2]1[CH:3]=[C:4]([N+:9]([O-:11])=[O:10])[C:5]([CH3:8])=[N:6][CH:7]=1.[CH2:12]([N:15]([CH3:17])[CH3:16])[C:13]#[CH:14]>C(NCC)C.CCOC(C)=O.C([O-])([O-])=O.[Na+].[Na+].[Cu](I)I.C1C=CC(P(C2C=CC=CC=2)C2C=CC=CC=2)=CC=1.C1C=CC(P(C2C=CC=CC=2)C2C=CC=CC=2)=CC=1.Cl[Pd]Cl>[CH3:16][N:15]([CH3:17])[CH2:12][C:13]#[C:14][C:2]1[CH:7]=[N:6][C:5]([CH3:8])=[C:4]([N+:9]([O-:11])=[O:10])[CH:3]=1 |f:4.5.6,8.9.10|. Procedure details: To a mixture of 5-bromo-2-methyl-3-nitropyridine (6.50 g, 30.0 mmol), copper iodide (280 mg, 1.5 mmol) and bis(triphenylphosphine)palladium(II)chloride (520 mg, 0.75 mmol) in diethylamine (17 mL) was added propargyl(dimethylamine) (4.04 mL, 37.5 mmol). The reaction mixture was allowed to stir for 15 h at rt. The resulting mixture was diluted with EtOAc (200 mL) and 1M aqueous Na2CO3 (150 mL). After stirring for 30 min, the organic solution was separated and the aqueous solution was extracted wit... Starting materials: N1=CC=CC=C1 (Pyridine), FC(C(N)=NNC1=CC=C(C=C1)OC)(F)F (2,2,2-trifluoro-N′-(4-methoxyphenyl)ethanehydrazonamide), acyl chloride, N1(C=CC=C1)C1=CC=C(C(=O)O)C=C1 (4-(1H-pyrrol-1yl)benzoic acid), C(C(=O)Cl)(=O)Cl (oxalyl chloride). Solvent: CN(C=O)C (dimethylformamide), O1CCOCC1 (dioxane), O1CCOCC1 (dioxane), ClCCl (dichloromethane). Reaction conditions: time 8 hour. Yields the product COC1=CC=C(C=C1)N1N=C(N=C1C1=CC=C(C=C1)N1C=CC=C1)C(F)(F)F (1-(4-methoxyphenyl)-5-[4-(1H-pyrrol-1yl)phenyl]-3-(trifluoromethyl)-1H-1,2,4-triazole). Yield: 12.8%. RXN SMILES: [N:1]1([C:6]2[CH:14]=[CH:13][C:9]([C:10](O)=O)=[CH:8][CH:7]=2)[CH:5]=[CH:4][CH:3]=[CH:2]1.C(Cl)(=O)C(Cl)=O.N1C=CC=CC=1.[F:27][C:28]([F:42])([F:41])[C:29](=[N:31][NH:32][C:33]1[CH:38]=[CH:37][C:36]([O:39][CH3:40])=[CH:35][CH:34]=1)[NH2:30]>ClCCl.O1CCOCC1.CN(C)C=O>[CH3:40][O:39][C:36]1[CH:35]=[CH:34][C:33]([N:32]2[C:10]([C:9]3[CH:13]=[CH:14][C:6]([N:1]4[CH:5]=[CH:4][CH:3]=[CH:2]4)=[CH:7][CH:8]=3)=[N:30][C:29]([C:28]([F:27])([F:41])[F:42])=[N:31]2)=[CH:38][CH:37]=1. Procedure details: To a suspension of 4-(1H-pyrrol-1yl)benzoic acid (337 mg, 1.8 mmol) in dichloromethane (3.5 mL), oxalyl chloride (0.157 mL, 1.8 mmol) and then dimethylformamide (10 microL) were added. The mixture was stirred overnight. The solvent was removed under reduced pressure. Pyridine (0.146 mL, 1.8 mmol) and a solution of 2,2,2-trifluoro-N′-(4-methoxyphenyl)ethanehydrazonamide (350 mg, 1.5 mmol) in 3.5 mL of dioxane were added to a suspension of the acyl chloride in 3.5 mL of dioxane. The mixture was re... Starting materials: C(CC)(=O)N1C(OC2=C1C=CC=C2)=O (N-propionyl-2-benzoxazolinone), COCCOCC=O ((2-methoxyethoxy)acetaldehyde). The product is COCCOC[C@H]([C@H](C(=O)N1C(OC2=C1C=CC=C2)=O)C)O ((±)-N-[(2R*,3S*)-(4-(2-methoxyethoxy)-2-methyl-3-hydroxybutanoyl)]-2-benzoxazolone). Reaction SMILES: [C:1]([N:5]1[C:9]2[CH:10]=[CH:11][CH:12]=[CH:13][C:8]=2[O:7][C:6]1=[O:14])(=[O:4])[CH2:2][CH3:3].[CH3:15][O:16][CH2:17][CH2:18][O:19][CH2:20][CH:21]=[O:22]>>[CH3:15][O:16][CH2:17][CH2:18][O:19][CH2:20][C@@H:21]([OH:22])[C@@H:2]([CH3:3])[C:1]([N:5]1[C:9]2[CH:10]=[CH:11][CH:12]=[CH:13][C:8]=2[O:7][C:6]1=[O:14])=[O:4]. Reported procedure: Prepared according to the method of paragraph C by reaction of N-propionyl-2-benzoxazolinone with (2-methoxyethoxy)acetaldehyde. 13C-NMR (CDCl3, 100 MHz): δ 175.01, 151.02, 142.18, 127.91, 125.30, 124.77, 116.15, 109.76, 73.23, 71.86, 70.73, 70.64, 58.88, 41.63, 11.88. Yield: 75.0%. Starting materials: Cl.N12CCC(CC1)(CC2)C(=O)Cl (Quinuclidin-4-ylcarbonyl chloride hydrochloride), N (ammonia). RXN SMILES: Cl.[N:2]12[CH2:9][CH2:8][C:5]([C:10](Cl)=O)([CH2:6][CH2:7]1)[CH2:4][CH2:3]2.[NH3:13]>C(#N)C>[C:10]([C:5]12[CH2:8][CH2:9][N:2]([CH2:7][CH2:6]1)[CH2:3][CH2:4]2)#[N:13] |f:0.1|. Reaction conditions: time 18 hour. Product: C(#N)C12CCN(CC1)CC2 (4-Cyanoquinuclidin). Procedure details: Quinuclidin-4-ylcarbonylchloride hydrochloride (Example 8, Step 4) (3.4 g 0.0016 moles) was dissolved in acetonitrile (150 ml) and treated with 35% ammonia solution (50 ml). The mixture was stirred for 18 hours at ambient temperature then concentrated to dryness in vacuo. 1 g of the residue was then treated with phosphoms oxychloride (8 ml) at reflux for 5 hours. The mixture was then concentrated in vacuo and the residue partitioned between saturated potassium carbonate and diethylether (4×50 ml... Run in C(C)#N (acetonitrile). Starting materials: C(=O)(OCC)C(CCCC(=O)N)CCCOC1OCCCC1 (5-carbethoxy-5-[3-(tetrahydropyranyloxy)propyl]-valeramide), [H-].[Al+3].[Li+].[H-].[H-].[H-] (lithium aluminum hydride). The solvent is O1CCCC1 (tetrahydrofuran), O1CCCC1 (tetrahydrofuran). Run at time 15 minute. Product: NCCCCC(CO)CCCOC1OCCCC1 (6-amino-2-[3-(tetrahydropyranyloxy)-propyl]hexan-1-ol). RXN SMILES: [C:1]([CH:6]([CH2:13][CH2:14][CH2:15][O:16][CH:17]1[CH2:22][CH2:21][CH2:20][CH2:19][O:18]1)[CH2:7][CH2:8][CH2:9][C:10]([NH2:12])=O)(OCC)=[O:2].[H-].[Al+3].[Li+].[H-].[H-].[H-]>O1CCCC1>[NH2:12][CH2:10][CH2:9][CH2:8][CH2:7][CH:6]([CH2:13][CH2:14][CH2:15][O:16][CH:17]1[CH2:22][CH2:21][CH2:20][CH2:19][O:18]1)[CH2:1][OH:2] |f:1.2.3.4.5.6|. Procedure details: A solution of 1.0 g (3.17 mmol) of 5-carbethoxy-5-[3-(tetrahydropyranyloxy)propyl]-valeramide in 5 mL tetrahydrofuran is added dropwise to a suspension of 0.481 g (12.68 mmol) lithium aluminum hydride in 20 mL dry tetrahydrofuran. The reaction is refluxed for 21/2 hours, cooled in an ice-bath and quenched by the addition of 0.5 mL water, 0.5 mL 15% sodium hydroxide followed by 1.5 mL water. The mixture is stirred for 15 minutes and filtered, washed and then subjected to evaporation to give 6-ami...